Dataset: the Open Reaction Database (ORD), a public repository of structured organic reaction records. Task: describe an organic reaction: reactants, conditions, products, and yield RXN SMILES: [Cl:1][C:2]1[CH:3]=[C:4]([CH:10]=[C:11]([Cl:14])[C:12]=1[OH:13])[C:5]([O:7][CH2:8][CH3:9])=[O:6].Cl[CH2:16][CH2:17][CH2:18][C:19]1[O:23][N:22]=[C:21]([CH3:24])[CH:20]=1.[OH-].[K+].[I-].[K+]>C(#N)C>[Cl:1][C:2]1[CH:3]=[C:4]([CH:10]=[C:11]([Cl:14])[C:12]=1[O:13][CH2:16][CH2:17][CH2:18][C:19]1[O:23][N:22]=[C:21]([CH3:24])[CH:20]=1)[C:5]([O:7][CH2:8][CH3:9])=[O:6] |f:2.3,4.5|. The reactants are ClC=1C=C(C(=O)OCC)C=C(C1O)Cl (ethyl 3,5-dichloro-4-hydroxybenzoate), ClCCCC1=CC(=NO1)C (5-(3-chloropropyl)-3-methylisoxazole), [OH-].[K+] (potassium hydroxide), [I-].[K+] (potassium iodide). Yields the product ClC=1C=C(C(=O)OCC)C=C(C1OCCCC1=CC(=NO1)C)Cl (Ethyl 3,5-dichloro-4-[3-(3-methylisoxazol-5-yl)propyloxy]benzoate). Procedure: To a mixture of 10.05 g ethyl 3,5-dichloro-4-hydroxybenzoate and 8.0 g 5-(3-chloropropyl)-3-methylisoxazole in 550 ml dry acetonitrile was added 4.87 g potassium hydroxide and 12.9 g potassium iodide. The reaction mixture was stirred at reflux overnight and then filtered and concentrated in vacuo. The residue was partitioned between ethyl acetate and water and the organic layer concentrated to a yellow oil. The latter was crystallized from ethyl acetate-hexane (1:4) at -50° C. to give 14 g of pr... The solvent is C(C)#N (acetonitrile). Yield: 91.4%. Starting materials: C(C)(=O)O (Acetic acid), C(CC#N)#N (malononitrile), C1(CCCCC1)=O (cyclohexanone), NH4OAc. Solvent: C1(=CC=CC=C1)C (toluene). The product is C1(CCCCC1)=C(C#N)C#N (2-(Cyclohexylidene)malononitrile). RXN SMILES: C(O)(=O)C.[C:5](#[N:9])[CH2:6][C:7]#[N:8].[C:10]1(=O)[CH2:15][CH2:14][CH2:13][CH2:12][CH2:11]1>C1(C)C=CC=CC=1>[C:10]1(=[C:6]([C:5]#[N:9])[C:7]#[N:8])[CH2:15][CH2:14][CH2:13][CH2:12][CH2:11]1. Procedure: Acetic acid was added at room temperature to a stirring mixture of malononitrile (2.65 mL, 42.1 mmol), cyclohexanone (5.03 g, 51.3 mmol) and NH4OAc (6.49 g, 84 mmol) in toluene (200 mL). The resulting mixture was heated at reflux under a Dean-Stark trap for 2 hours (6 mL water collected), then cooled to room temperature. The mixture was concentrated under vacuum, and the residue was distilled under vacuum (air bath 110-130° C./˜10 mm) to provide the title compound. 1H NMR (300 MHz, CDCl3) δ ppm ... Reactants: CO, O=C[O-], CC(C)(C)OC(=O)NC1CCN(c2ccc(Cl)nn2)CC1, [NH4+]. Product: CC(C)(C)OC(=O)NC1CCN(c2cccnn2)CC1. RXN SMILES: [CH3:26][OH:27].[CH:22]([O-:23])=[O:24].[Cl:1][c:2]1[cH:3][cH:4][c:5]([N:8]2[CH2:9][CH2:10][CH:11]([NH:14][C:15]([O:16][C:17]([CH3:18])([CH3:19])[CH3:20])=[O:21])[CH2:12][CH2:13]2)[n:6][n:7]1.[NH4+:25]>>[cH:2]1[cH:3][cH:4][c:5]([N:8]2[CH2:9][CH2:10][CH:11]([NH:14][C:15]([O:16][C:17]([CH3:18])([CH3:19])[CH3:20])=[O:21])[CH2:12][CH2:13]2)[n:6][n:7]1.